This data is from the Open Reaction Database (ORD), a public repository of structured organic reaction records. The task is: describe an organic reaction: reactants, conditions, products, and yield The reactants are C(CCC)[Li] (n-butyl lithium), Cl (hydrochloric acid), BrC=1C(=NC=NC1)SC (5-bromo-4-methylthiopyrimidine), FC1=C(C=O)C=CC=C1 (2-fluorobenzaldehyde). Solvent: CCCCCC (hexane), O1CCCC1 (tetrahydrofuran). Conditions: temperature -25 celsius. Yields the product FC1=C(C=CC=C1)C(O)C=1C(=NC=NC1)SC ((2-Fluorophenyl)(4-methylthio-5-pyrimidinyl)methanol). Yield: 39.7%. Reaction SMILES: Br[C:2]1[C:3]([S:8][CH3:9])=[N:4][CH:5]=[N:6][CH:7]=1.C([Li])CCC.[F:15][C:16]1[CH:23]=[CH:22][CH:21]=[CH:20][C:17]=1[CH:18]=[O:19].Cl>O1CCCC1.CCCCCC>[F:15][C:16]1[CH:23]=[CH:22][CH:21]=[CH:20][C:17]=1[CH:18]([C:2]1[C:3]([S:8][CH3:9])=[N:4][CH:5]=[N:6][CH:7]=1)[OH:19]. Procedure: To a slurry of 20 g (98 mmol) of 5-bromo-4-methylthiopyrimidine in 200 mL of anhydrous tetrahydrofuran at -90° C. was slowly added with stirring and cooling 40 mL (100 mmol) of 2.5M n-butyl lithium in hexane. After a 20-min reaction period, 13.3 g of 2-fluorobenzaldehyde was added with stirring. The solution was allowed to gradually warm to -25° C. It was then poured into dilute aqueous hydrochloric acid with stirring. The resulting mixture was extracted with ether and the ethereal extract was d... Reactants: [Li+].[OH-] (LiOH), COC(=O)C1(CCC=2N1C=NC2)C2=C(C=C(C=C2)C#N)Cl (5-(2-chloro-4-cyanophenyl)-6,7-dihydro-5H-pyrrolo[1,2-c]imidazole-5-carboxylic acid methyl ester), Cl (HCl). The solvent is C1CCOC1.O (THF water). Conditions: time 2 hour. Yields the product ClC1=C(C=CC(=C1)C#N)C1(CCC=2N1C=NC2)C(=O)O (5-(2-chloro-4-cyanophenyl)-6,7-dihydro-5H-pyrrolo[1,2-c]imidazole-5-carboxylic acid). RXN SMILES: C[O:2][C:3]([C:5]1([C:13]2[CH:18]=[CH:17][C:16]([C:19]#[N:20])=[CH:15][C:14]=2[Cl:21])[N:9]2[CH:10]=[N:11][CH:12]=[C:8]2[CH2:7][CH2:6]1)=[O:4].[Li+].[OH-].Cl>C1COCC1.O>[Cl:21][C:14]1[CH:15]=[C:16]([C:19]#[N:20])[CH:17]=[CH:18][C:13]=1[C:5]1([C:3]([OH:4])=[O:2])[N:9]2[CH:10]=[N:11][CH:12]=[C:8]2[CH2:7][CH2:6]1 |f:1.2,4.5|. Procedure: 5-(2-chloro-4-cyanophenyl)-6,7-dihydro-5H-pyrrolo[1,2-c]imidazole-5-carboxylic acid methyl ester (0.6 g, 2.0 mmol) is dissolved in THF/water 3:2 (20 mL) and to it, is added LiOH (0.17 g, 4.0 mmol). The mixture is stirred at room temperature for 2 h before being neutralized to pH 6 with 1M HCl. The solution is evaporated to dryness to give acid, 5-(2-chloro-4-cyanophenyl)-6,7-dihydro-5H-pyrrolo[1,2-c]imidazole-5-carboxylic acid as a solid. MS (ESI) m/z 288.2, 290.2 (M+H); 1H NMR (400 MHz, MeOD) (... Product: CN(C)C(=O)c1ccc(-c2ccc3c(n2)Oc2ccccc2C3C2(C(=O)O)CCC2)cc1. As a reaction SMILES: [CH3:1][CH:2]([S-:3])[CH3:4].[CH3:41][CH2:42][O:43][C:44](=[O:45])[CH3:46].[CH3:6][N:7]([C:8](=[O:9])[c:10]1[cH:11][cH:12][c:13](-[c:16]2[cH:17][cH:18][c:19]3[c:20]([n:21]2)[O:22][c:23]2[cH:24][cH:25][cH:26][cH:27][c:28]2[CH:29]3[C:30]2([C:34](=[O:35])[O:36][CH2:37][CH3:38])[CH2:31][CH2:32][CH2:33]2)[cH:14][cH:15]1)[CH3:39].[ClH:40].[Na+:5].[O:47]=[CH:48][N:49]([CH3:50])[CH3:51]>>[CH3:6][N:7]([C:8](=[O:9])[c:10]1[cH:11][cH:12][c:13](-[c:16]2[cH:17][cH:18][c:19]3[c:20]([n:21]2)[O:22][c:23]2[cH:24][cH:25][cH:26][cH:27][c:28]2[CH:29]3[C:30]2([C:34](=[O:35])[OH:36])[CH2:31][CH2:32][CH2:33]2)[cH:14][cH:15]1)[CH3:39]. The reactants are CC(C)[S-], CCOC(C)=O, CCOC(=O)C1(C2c3ccccc3Oc3nc(-c4ccc(C(=O)N(C)C)cc4)ccc32)CCC1, Cl, [Na+], CN(C)C=O. Reactants: FC=1C=CC2=C(N=C(S2)N)C1 (5-fluoro-benzothiazol-2-ylamine), COCCBr (2-bromoethyl methyl ether). Product: FC=1C=CC2=C(N(C(S2)=N)CCOC)C1 (5-Fluoro-3-(2-methoxyethyl)-3H-benzothiazol-2-ylideneamine). Reaction SMILES: [F:1][C:2]1[CH:3]=[CH:4][C:5]2[S:9][C:8]([NH2:10])=[N:7][C:6]=2[CH:11]=1.[CH3:12][O:13][CH2:14][CH2:15]Br>>[F:1][C:2]1[CH:3]=[CH:4][C:5]2[S:9][C:8](=[NH:10])[N:7]([CH2:15][CH2:14][O:13][CH3:12])[C:6]=2[CH:11]=1. Procedure details: Commercially available 5-fluoro-benzothiazol-2-ylamine and 2-bromoethyl methyl ether were processed as described for Example 46A to afford the title compound. MS (ESI+) m/z 227 (M+H)+. Reactants: CC(C)(CO)c1ccc(C(=O)Nc2nc3ccc(Br)nc3s2)cc1, OB(O)c1ccnc(F)c1. Yields the product CC(C)(CO)c1ccc(C(=O)Nc2nc3ccc(-c4ccnc(F)c4)nc3s2)cc1. RXN SMILES: [Br:1][c:2]1[cH:3][cH:4][c:5]2[c:6]([n:7]1)[s:8][c:9]([NH:11][C:12]([c:13]1[cH:14][cH:15][c:16]([C:19]([CH2:20][OH:21])([CH3:22])[CH3:23])[cH:17][cH:18]1)=[O:24])[n:10]2.[F:25][c:26]1[n:27][cH:28][cH:29][c:30]([B:32]([OH:33])[OH:34])[cH:31]1>>[c:2]1(-[c:30]2[cH:29][cH:28][n:27][c:26]([F:25])[cH:31]2)[cH:3][cH:4][c:5]2[c:6]([n:7]1)[s:8][c:9]([NH:11][C:12]([c:13]1[cH:14][cH:15][c:16]([C:19]([CH2:20][OH:21])([CH3:22])[CH3:23])[cH:17][cH:18]1)=[O:24])[n:10]2.